From a dataset of the Open Reaction Database (ORD), a public repository of structured organic reaction records. describe an organic reaction: reactants, conditions, products, and yield Yields the product CC(=O)Nc1cccc(-n2nc(C(C)(C)C)cc2NC(=O)OCC(Cl)(Cl)Cl)c1. Starting materials: CC(C)(C)c1cc(NC(=O)OCC(Cl)(Cl)Cl)n(-c2cccc([N+](=O)[O-])c2)n1, CC(=O)OC(C)=O, CCOC(C)=O. RXN SMILES: [C:1]([CH3:2])([CH3:3])([CH3:4])[c:5]1[n:6][n:7](-[c:19]2[cH:20][c:21]([N+:25]([O-:26])=[O:27])[cH:22][cH:23][cH:24]2)[c:8]([NH:10][C:11]([O:12][CH2:13][C:14]([Cl:15])([Cl:16])[Cl:17])=[O:18])[cH:9]1.[CH3:28][C:29](=[O:30])[O:31][C:32]([CH3:33])=[O:34].[CH3:35][CH2:36][O:37][C:38]([CH3:39])=[O:40]>>[C:1]([CH3:2])([CH3:3])([CH3:4])[c:5]1[n:6][n:7](-[c:19]2[cH:20][c:21]([NH:25][C:29]([CH3:28])=[O:30])[cH:22][cH:23][cH:24]2)[c:8]([NH:10][C:11]([O:12][CH2:13][C:14]([Cl:15])([Cl:16])[Cl:17])=[O:18])[cH:9]1. Reactants: ( f ), resultant product, C(C)(C)C1=CC=C(CCl)C=C1 (4-isopropylbenzyl chloride), ClC=1C=C(C=CC1O)CC(=O)OC (methyl 3-chloro-4-hydroxyphenylacetate). The solvent is CO.O (methanol water). Yields the product ClC=1C=C(C=CC1OCC1=CC=C(C=C1)C(C)C)CC(=O)O (3-chloro-4-(4'-isopropylbenzyloxy) phenylacetic acid). RXN SMILES: [CH:1]([C:4]1[CH:11]=[CH:10][C:7]([CH2:8]Cl)=[CH:6][CH:5]=1)([CH3:3])[CH3:2].[Cl:12][C:13]1[CH:14]=[C:15]([CH2:20][C:21]([O:23]C)=[O:22])[CH:16]=[CH:17][C:18]=1[OH:19]>CO.O>[Cl:12][C:13]1[CH:14]=[C:15]([CH2:20][C:21]([OH:23])=[O:22])[CH:16]=[CH:17][C:18]=1[O:19][CH2:8][C:7]1[CH:10]=[CH:11][C:4]([CH:1]([CH3:3])[CH3:2])=[CH:5][CH:6]=1 |f:2.3|. Reported procedure: 3-chloro-4-(4'-isopropylbenzyloxy) phenylacetic acid was prepared in accordance with the procedure designated (f) above by reacting 4-isopropylbenzyl chloride with methyl 3-chloro-4-hydroxyphenylacetate. The resultant product evidenced a melting point of 146.5°-148° C. in a methanol-water 2:1 mixture.